This data is from the Open Reaction Database (ORD), a public repository of structured organic reaction records. The task is: describe an organic reaction: reactants, conditions, products, and yield Reactants: CS(=O)(=O)Cl, COc1ccccc1Oc1c(NS(=O)(=O)c2ccc(C(C)C)cn2)nc(-c2ccncc2)nc1OCCCN. Product: COc1ccccc1Oc1c(NS(=O)(=O)c2ccc(C(C)C)cn2)nc(-c2ccncc2)nc1OCCCNS(C)(=O)=O. RXN SMILES: [CH3:40][S:41](=[O:42])(=[O:43])[Cl:44].[CH:1]([CH3:2])([CH3:3])[c:4]1[cH:5][cH:6][c:7]([S:10](=[O:11])(=[O:12])[NH:13][c:14]2[n:15][c:16](-[c:34]3[cH:35][cH:36][n:37][cH:38][cH:39]3)[n:17][c:18]([O:29][CH2:30][CH2:31][CH2:32][NH2:33])[c:19]2[O:20][c:21]2[c:22]([O:27][CH3:28])[cH:23][cH:24][cH:25][cH:26]2)[n:8][cH:9]1>>[CH:1]([CH3:2])([CH3:3])[c:4]1[cH:5][cH:6][c:7]([S:10](=[O:11])(=[O:12])[NH:13][c:14]2[n:15][c:16](-[c:34]3[cH:35][cH:36][n:37][cH:38][cH:39]3)[n:17][c:18]([O:29][CH2:30][CH2:31][CH2:32][NH:33][S:41]([CH3:40])(=[O:42])=[O:43])[c:19]2[O:20][c:21]2[c:22]([O:27][CH3:28])[cH:23][cH:24][cH:25][cH:26]2)[n:8][cH:9]1. Starting materials: COc1cc(NC(=S)NC(=O)c2ccccc2)cc(-c2ccccc2)c1, C[O-], CO, [Na+]. The product is COc1cc(NC(N)=S)cc(-c2ccccc2)c1. As a reaction SMILES: [C:1](=[O:2])([c:3]1[cH:4][cH:5][cH:6][cH:7][cH:8]1)[NH:9][C:10](=[S:11])[NH:12][c:13]1[cH:14][c:15](-[c:21]2[cH:22][cH:23][cH:24][cH:25][cH:26]2)[cH:16][c:17]([O:19][CH3:20])[cH:18]1.[CH3:27][O-:28].[CH3:30][OH:31].[Na+:29]>>[NH2:9][C:10](=[S:11])[NH:12][c:13]1[cH:14][c:15](-[c:21]2[cH:22][cH:23][cH:24][cH:25][cH:26]2)[cH:16][c:17]([O:19][CH3:20])[cH:18]1. Starting materials: ClC1=C(C(=CC=C1)F)NC=1NC2=C(N1)C=C(C1=C2CC(O1)(C)C)C(=O)O (2-[(2-chloro-6-fluorophenyl)amino]-7,7-dimethyl-7,8-dihydro-1H-furo[3,2-e]benzimidazole-5-carboxylic acid), CCN(C(C)C)C(C)C (DIPEA), S(=O)(Cl)Cl (thionyl chloride), FC1=C(N)C=CC(=C1)C(F)(F)F (2-fluoro-4-(trifluoromethyl)aniline). Run in C1CCOC1 (THF). Product: ClC1=C(C(=CC=C1)F)NC=1NC2=C(N1)C=C(C1=C2CC(O1)(C)C)C(=O)NC1=C(C=C(C=C1)C(F)(F)F)F (2-[(2-Chloro-6-fluorophenyl)amino]-N-[2-fluoro-4-(trifluoromethyl)phenyl]-7,7-dimethyl-7,8-dihydro-1H-furo[3,2-e]benzimidazole-5-carboxamide). Yield: 11.9%. Reaction SMILES: [Cl:1][C:2]1[CH:7]=[CH:6][CH:5]=[C:4]([F:8])[C:3]=1[NH:9][C:10]1[NH:11][C:12]2[C:18]3[CH2:19][C:20]([CH3:23])([CH3:22])[O:21][C:17]=3[C:16]([C:24]([OH:26])=O)=[CH:15][C:13]=2[N:14]=1.S(Cl)(Cl)=O.[F:31][C:32]1[CH:38]=[C:37]([C:39]([F:42])([F:41])[F:40])[CH:36]=[CH:35][C:33]=1[NH2:34].CCN(C(C)C)C(C)C>C1COCC1>[Cl:1][C:2]1[CH:7]=[CH:6][CH:5]=[C:4]([F:8])[C:3]=1[NH:9][C:10]1[NH:11][C:12]2[C:18]3[CH2:19][C:20]([CH3:23])([CH3:22])[O:21][C:17]=3[C:16]([C:24]([NH:34][C:33]3[CH:35]=[CH:36][C:37]([C:39]([F:40])([F:41])[F:42])=[CH:38][C:32]=3[F:31])=[O:26])=[CH:15][C:13]=2[N:14]=1. Reported procedure: The title compound was prepared by following the procedure described for Example-108 using 2-[(2-chloro-6-fluorophenyl)amino]-7,7-dimethyl-7,8-dihydro-1H-furo[3,2-e]benzimidazole-5-carboxylic acid (Intermediate-15, 0.100 g, 0.266 mmol), thionyl chloride (2.0 mL), 2-fluoro-4-(trifluoromethyl)aniline (0.071 g, 0.396 mmol), THF (10.0 mL) and DIPEA (2 mL). The obtained crude product was purified by column chromatography on neutral alumina eluting with 0.7-1.0% MeOH:DCM to afford 0.017 g of the desir... Starting materials: [H-].[Na+] (Sodium hydride), OC1=C(C=O)C=CC(=C1)OC (2-hydroxy-4-methoxybenzaldehyde), ClC1=C(C=C(C=C1)Cl)[N+](=O)[O-] (1,4-dichloro-2-nitrobenzene). The solvent is CN(C)C=O (N,N'-dimethylformamide). Run at temperature 90 celsius, time 16 hour. The product is ClC1=CC(=C(OC2=C(C=O)C=CC(=C2)OC)C=C1)[N+](=O)[O-] (2-(4-chloro-2-nitrophenoxy)-4-methoxvbenzaldehyde). Yield: 53.9%. As a reaction SMILES: [H-].[Na+].[OH:3][C:4]1[CH:11]=[C:10]([O:12][CH3:13])[CH:9]=[CH:8][C:5]=1[CH:6]=[O:7].Cl[C:15]1[CH:20]=[CH:19][C:18]([Cl:21])=[CH:17][C:16]=1[N+:22]([O-:24])=[O:23]>CN(C=O)C>[Cl:21][C:18]1[CH:19]=[CH:20][C:15]([O:3][C:4]2[CH:11]=[C:10]([O:12][CH3:13])[CH:9]=[CH:8][C:5]=2[CH:6]=[O:7])=[C:16]([N+:22]([O-:24])=[O:23])[CH:17]=1 |f:0.1|. Procedure: Sodium hydride (0.66 g) was added in portions to a stirred solution of 3.90 g of 2-hydroxy-4-methoxybenzaldehyde in N,N'-dimethylformamide (70 mL) under nitrogen. To the resulting milky, green mixture was added 1,4-dichloro-2-nitrobenzene (4.47 g). The reaction was placed in an oil bath and stirred at 90° C. for 16 hours. The reaction Was then evaporated and the residue partitioned between chloroform (75 mL) and 1N NaOH (50 mL). The layers were separated and the aqueous layer Was extracted with ...